This data is from the Open Reaction Database (ORD), a public repository of structured organic reaction records. The task is: describe an organic reaction: reactants, conditions, products, and yield Reactants: C(C)C1=CC=C(CC2=CNC3=CC=C(C=C23)[C@H]2[C@H](OCC3=CC=CC=C3)[C@@H](OCC3=CC=CC=C3)[C@H](OCC3=CC=CC=C3)[C@H](O2)COCC2=CC=CC=C2)C=C1 (3-(4-Ethylbenzyl)-5-(2,3,4,6-tetra-O-benzyl-β-D-glucopyranosyl)-1H-indole), [OH-].[Na+] (sodium hydroxide). Run in C1CCOC1 (THF), O (water). Yields the product C(C)C1=CC=C(CC2=CNC3=CC=C(C=C23)[C@H]2[C@H](O)[C@@H](O)[C@H](O)[C@H](O2)CO)C=C1 (3-(4-Ethylbenzyl)-5-(β-D-glucopyranosyl)-1H-indole). The yield is 85.0%. RXN SMILES: [CH2:1]([C:3]1[CH:57]=[CH:56][C:6]([CH2:7][C:8]2[C:16]3[C:11](=[CH:12][CH:13]=[C:14]([C@@H:17]4[O:46][C@H:45]([CH2:47][O:48]CC5C=CC=CC=5)[C@@H:36]([O:37]CC5C=CC=CC=5)[C@H:27]([O:28]CC5C=CC=CC=5)[C@H:18]4[O:19]CC4C=CC=CC=4)[CH:15]=3)[NH:10][CH:9]=2)=[CH:5][CH:4]=1)[CH3:2].[OH-].[Na+]>C1COCC1.O>[CH2:1]([C:3]1[CH:57]=[CH:56][C:6]([CH2:7][C:8]2[C:16]3[C:11](=[CH:12][CH:13]=[C:14]([C@@H:17]4[O:46][C@H:45]([CH2:47][OH:48])[C@@H:36]([OH:37])[C@H:27]([OH:28])[C@H:18]4[OH:19])[CH:15]=3)[NH:10][CH:9]=2)=[CH:5][CH:4]=1)[CH3:2] |f:1.2|. Reported procedure: 3-(4-Ethylbenzyl)-5-(2,3,4,6-tetra-O-benzyl-β-D-glucopyranosyl)-1H-indole: Part E (0.68 g, 0.78 mmol) was dissolved in THF (15 mL) and 25% aqueous sodium hydroxide (5 mL) and the resulting solution was brought to reflux for 3 h. After cooling to room temperature, the mixture was diluted with water (30 mL), and extracted with ethyl acetate. The organic extracts were washed with water and brine, dried over anhydrous sodium sulfate and concentrated in vacuo. The crude product was purified by chroma... Starting materials: N[C@H](C(=O)O)CCC(=O)N[C@@H](CS)C(=O)NCC(=O)O (glutathione), [OH-].[Na+] (sodium hydroxide), C(C(=C)C)(=O)OCC (ethyl methacrylate). The reagents and catalysts are C(C)(=O)[O-].[Cu+2].C(C)(=O)[O-] (copper acetate). Solvent: O (water). Run at time 48 hour. Product: C(=O)(OCC)C(CSC[C@H](NC(CC[C@H](N)C(=O)O)=O)C(=O)NCC(=O)O)C (S-(2-carbethoxypropyl)glutathione). Reaction SMILES: [NH2:1][C@@H:2]([CH2:6][CH2:7][C:8]([NH:10][C@H:11]([C:14]([NH:16][CH2:17][C:18]([OH:20])=[O:19])=[O:15])[CH2:12][SH:13])=[O:9])[C:3]([OH:5])=[O:4].[OH-].[Na+].[C:23]([O:28][CH2:29][CH3:30])(=[O:27])[C:24]([CH3:26])=[CH2:25]>O.C([O-])(=O)C.[Cu+2].C([O-])(=O)C>[C:23]([CH:24]([CH3:26])[CH2:25][S:13][CH2:12][C@@H:11]([C:14]([NH:16][CH2:17][C:18]([OH:20])=[O:19])=[O:15])[NH:10][C:8](=[O:9])[CH2:7][CH2:6][C@@H:2]([C:3]([OH:5])=[O:4])[NH2:1])([O:28][CH2:29][CH3:30])=[O:27] |f:1.2,5.6.7|. Reported procedure: In 100 ml of water is dissolved 6.2 g of glutathione and the solution is adjusted to pH 7 with 2N-sodium hydroxide. To this solution is added 4 ml of ethyl methacrylate and the mixture is stirred at room temperature for 48 hours. Thereafter, 4.4 g of copper acetate is added and dissolved and the precipitated copper salt is collected by filtration and rinsed with water. This copper salt is suspended in 150 ml of water and hydrogen sulfide is bubbled through the suspension with stirring to precipi... Starting materials: CO (Methanol), CC(C)(C)C=1C=CC(=CC1)S(=O)(=O)NC=2C(=C(N=C(N2)C=3N=CC=CN3)OCCO)OC=4C=CC=CC4OC.[K] (bosentan potassium). The solvent is ClCCl (dichloromethane), ClCCl (dichloromethane). Run at time 3 hour. Yields the product CC(C)(C)C=1C=CC(=CC1)S(=O)(=O)NC=2C(=C(N=C(N2)C=3N=CC=CN3)OCCO)OC=4C=CC=CC4OC (Bosentan). RXN SMILES: CO.[CH3:3][C:4]([C:7]1[CH:8]=[CH:9][C:10]([S:13]([NH:16][C:17]2[C:18]([O:33][C:34]3[CH:35]=[CH:36][CH:37]=[CH:38][C:39]=3[O:40][CH3:41])=[C:19]([O:29][CH2:30][CH2:31][OH:32])[N:20]=[C:21]([C:23]3[N:24]=[CH:25][CH:26]=[CH:27][N:28]=3)[N:22]=2)(=[O:15])=[O:14])=[CH:11][CH:12]=1)([CH3:6])[CH3:5].[K]>ClCCl>[CH3:6][C:4]([C:7]1[CH:12]=[CH:11][C:10]([S:13]([NH:16][C:17]2[C:18]([O:33][C:34]3[CH:35]=[CH:36][CH:37]=[CH:38][C:39]=3[O:40][CH3:41])=[C:19]([O:29][CH2:30][CH2:31][OH:32])[N:20]=[C:21]([C:23]3[N:28]=[CH:27][CH:26]=[CH:25][N:24]=3)[N:22]=2)(=[O:14])=[O:15])=[CH:9][CH:8]=1)([CH3:3])[CH3:5] |f:1.2,^1:41|. Procedure details: Methanol (200 mL) and dichloromethane (200 ml) were added to the bosentan potassium as obtained in Step 2. The mixture was heated to 50° C. to 55° C. The mixture was stirred for 20 minutes at the same temperature and dichloromethane (˜150 mL) was recovered at atmospheric pressure at 40° C. to 55° C. Ethyl acetate (800 mL) was added to the residue at 50° C. to 55° C. The reaction mixture was cooled to 20° C. to 25° C., stirred for 3 hours, filtered and washed with a mixture of methanol (20 mL) an... The reactants are C(C)OC(CCCC1=CC(=CC=C1)F)=O (4-(3-fluorophenyl)butyric acid ethyl ester), [OH-].[Na+] (NaOH). Solvent: O (water). Conditions: temperature 50 celsius, time 2 hour. Product: FC=1C=C(C=CC1)CCCC(=O)O (4-(3-Fluoro-phenyl)-butyric acid). Reaction SMILES: C([O:3][C:4](=[O:15])[CH2:5][CH2:6][CH2:7][C:8]1[CH:13]=[CH:12][CH:11]=[C:10]([F:14])[CH:9]=1)C.[OH-].[Na+]>O>[F:14][C:10]1[CH:9]=[C:8]([CH2:7][CH2:6][CH2:5][C:4]([OH:15])=[O:3])[CH:13]=[CH:12][CH:11]=1 |f:1.2|. Reported procedure: Crude 4-(3-fluorophenyl)butyric acid ethyl ester (10.5-kg), water (15.8 L) and 50% NaOH (12.0 kg) were charged to a reactor and stirred at 50° C. for 2 hours. The hydrolysis generated a mild exotherm to 55° C. The biphasic mixture became monophasic. Completion of the hydrolysis was confirmed by LC. The reaction mixture was cooled to 20° C. and washed with hexanes 15 kg (containing antistatic agent “ASA 3”) to remove 3′3-difluorobiphenyl impurity generated in the previous step. After phase separa...